Dataset: the Open Reaction Database (ORD), a public repository of structured organic reaction records. Task: describe an organic reaction: reactants, conditions, products, and yield Reactants: ClC=1C(=CC2=C(CCN(CC2C2=CC=CC=3CCOC32)C)C1)OC ((+) 8-Chloro-5-(2,3-dihydrobenzofuran-7-yl)-7-methoxy-3-methyl-2,3,4,5-tetrahydro-1H-3-benzazepine), BrBr (bromine). Solvent: C(C)(=O)O (acetic acid), C(C)(=O)O (acetic acid). Reaction conditions: time 8 hour. Yields the product ClC=1C(=CC2=C(CCN(CC2C2=CC(=CC=3CCOC32)Br)C)C1)O ((+) 8-Chloro-5-(5-bromo-2,3-dihydrobenzofuran-7-yl)-7-hydroxy-3-methyl-2,3,4,5-tetrahydro-1H-3-benzazepine). As a reaction SMILES: [Cl:1][C:2]1[C:3]([O:23]C)=[CH:4][C:5]2[CH:11]([C:12]3[C:20]4[O:19][CH2:18][CH2:17][C:16]=4[CH:15]=[CH:14][CH:13]=3)[CH2:10][N:9]([CH3:21])[CH2:8][CH2:7][C:6]=2[CH:22]=1.[Br:25]Br>C(O)(=O)C>[Cl:1][C:2]1[C:3]([OH:23])=[CH:4][C:5]2[CH:11]([C:12]3[C:20]4[O:19][CH2:18][CH2:17][C:16]=4[CH:15]=[C:14]([Br:25])[CH:13]=3)[CH2:10][N:9]([CH3:21])[CH2:8][CH2:7][C:6]=2[CH:22]=1. Reported procedure: (+) 8-Chloro-5-(2,3-dihydrobenzofuran-7-yl)-7-methoxy-3-methyl-2,3,4,5-tetrahydro-1H-3-benzazepine (1.0 g, 2.9 mmol) was dissolved in acetic acid (10 ml). To the stirred solution was added bromine (0.20 ml, 4.0 mmol) in acetic acid (5 ml) over a period of 2 h. The mixture was stirred overnight at room temperature. A precipitate was formed. The white solid was filtered and washed with diethylether. Product: O=Cc1cc2c3ccccc3c(Cl)cc2c2ccccc12. Reaction SMILES: [CH3:43][CH2:44][O:45][C:46]([CH3:47])=[O:48].[Cl:1][c:2]1[cH:3][c:4]2[c:5]3[cH:6][cH:7][cH:8][cH:9][c:10]3[cH:11][cH:12][c:13]2[c:14]2[cH:15][cH:16][cH:17][cH:18][c:19]12.[Cl:40][CH2:41][Cl:42].[cH:20]1[c:21]2[cH:22][cH:23][c:24]3[c:25]([cH:26][c:27]([CH:38]=[O:39])[c:28]4[c:29]3[cH:30][cH:31][cH:32][cH:33]4)[c:34]2[cH:35][cH:36][cH:37]1>>[Cl:1][c:2]1[cH:3][c:4]2[c:5]3[cH:6][cH:7][cH:8][cH:9][c:10]3[c:11]([CH:38]=[O:39])[cH:12][c:13]2[c:14]2[cH:15][cH:16][cH:17][cH:18][c:19]12. Starting materials: CCOC(C)=O, Clc1cc2c3ccccc3ccc2c2ccccc12, ClCCl, O=Cc1cc2c3ccccc3ccc2c2ccccc12. Reactants: [H-].[Al+3].[Li+].[H-].[H-].[H-] (lithium aluminum hydride), O (water), ClC1=C(C(=NS1)C)C(=O)OCC (ethyl 5-chloro-3-methyl-isothiazole-4-carboxylate), C(C)(=O)OCC (ethyl acetate). The solvent is C1CCOC1 (THF), C1CCOC1 (THF). Conditions: time 1 hour. Yields the product ClC1=C(C(=NS1)C)CO ((5-chloro-3-methyl-isothiazol-4-yl)-methanol). The yield is 91.7%. Reaction SMILES: [Cl:1][C:2]1[S:6][N:5]=[C:4]([CH3:7])[C:3]=1[C:8](OCC)=[O:9].[H-].[Al+3].[Li+].[H-].[H-].[H-].C(OCC)(=O)C.O>C1COCC1>[Cl:1][C:2]1[S:6][N:5]=[C:4]([CH3:7])[C:3]=1[CH2:8][OH:9] |f:1.2.3.4.5.6|. Reported procedure: A solution of 2.06 g (10.0 mmoles) of ethyl 5-chloro-3-methyl-isothiazole-4-carboxylate dissolved in 10 ml of THF was dropwise added, at −30° C., to a solution of 0.42 g (11.0 mmoles) of lithium aluminum hydride dissolved in 10 ml of THF. The mixture was stirred at the same temperature for 1 hour to give rise to a reaction. After confirmation of the completion of the reaction, ethyl acetate was added to the reaction mixture. The resulting mixture was poured into water, followed by extraction wit... Starting materials: COC1=C(C(=C(C(=C1)CO)OC)C)C (1,4-dimethoxy-2,3-dimethyl-5-hydroxymethylbenzene), C(C)(=O)[O-].[Na+] (sodium acetate), C(C)#N (acetonitrile). Solvent: O (water), O (water). Reaction conditions: time 30 minute. The product is CC=1C(C=C(C(C1C)=O)CO)=O (2,3-Dimethyl-5-hydroxymethyl-1,4-benzoquinone). Reaction SMILES: C[O:2][C:3]1[CH:8]=[C:7]([CH2:9][OH:10])[C:6]([O:11]C)=[C:5]([CH3:13])[C:4]=1[CH3:14].C([O-])(=O)C.[Na+].C(#N)C>O>[CH3:14][C:4]1[C:3](=[O:2])[CH:8]=[C:7]([CH2:9][OH:10])[C:6](=[O:11])[C:5]=1[CH3:13] |f:1.2|. Procedure: To a mixture of intermediate E (1.8 g, 9 mmole), sodium acetate (7.5 g, 91 mmole), acetonitrile (134 ml) and water (29 ml), silver dipicolinate complex (19.2 g, 44 mmole, prepared by the method described by K. Kloc et al in Chem. Lett., 725. 1980) was added slowly with vigorous stirring over 30 minutes at room temperature. The mixture was stirred over 30 minutes longer, water (150 ml) was added, and the silver salts were filtered off and washed with chloroform. The filtrate was extracted several... Starting materials: C(C)(=O)O (acetic acid), S(O)(O)(=O)=O (sulfuric acid), O (water), C(#N)C(C(C)C)(C)NC(C1=CC=CC=C1)=O (N-(1-cyano-1,2-dimethylpropyl)benzamide), O (water). Run in C(C)(=O)OCC (ethyl acetate). Reaction conditions: temperature 80 celsius, time 2 hour. Yields the product C1(=CC=CC=C1)C=1OC(C(N1)(C)C(C)C)=O (2-phenyl-4-isopropyl-4-methyl-1,3-oxazol-5-one). The yield is 83.0%. Reaction SMILES: C(O)(=[O:3])C.S(=O)(=O)(O)O.O.[C:11]([C:13]([NH:18][C:19](=[O:26])[C:20]1[CH:25]=[CH:24][CH:23]=[CH:22][CH:21]=1)([CH3:17])[CH:14]([CH3:16])[CH3:15])#N>C(OCC)(=O)C>[C:20]1([C:19]2[O:26][C:11](=[O:3])[C:13]([CH:14]([CH3:16])[CH3:15])([CH3:17])[N:18]=2)[CH:25]=[CH:24][CH:23]=[CH:22][CH:21]=1. Procedure: 40 ml of glacial acetic acid, 3.92 g (0.038 mole) of concentrated sulfuric acid and 0.36 g (0.02 mole) of water were added to 8.6 g (0.04 mole) of N-(1-cyano-1,2-dimethylpropyl)benzamide. The mixture was stirred at 80° C. for 2 hours to give rise to a reaction. After the completion of the reaction, the reaction mixture was cooled. Thereto were added 100 ml of water and 100 ml of ethyl acetate for layer separation. The organic layer was washed with a saturated aqueous sodium bicarbonate solution ... Reactants: C(C)(C)(C)OC(=O)C1N(C(CC1)C1=CC=CC=C1)C(CNC(NC=1C=C(/C=C/C(=O)OCC)C=CC1)=O)=O (ethyl (E)-3-{3-[2-((2RS,5SR)-2-tert-butoxycarbonyl-5-phenyl-1-pyrrolidinyl)-2-oxoethyl]ureido}cinnamate), [OH-].[K+] (potassium hydroxide). The solvent is O (water), CO (methanol). Product: C(C)(C)(C)OC(=O)C1N(C(CC1)C1=CC=CC=C1)C(CNC(NC=1C=C(/C=C/C(=O)O)C=CC1)=O)=O ((E)-3-{3-[2-((2RS,5SR)-2-tert-butoxycarbonyl-5-phenyl-1-pyrrolidinyl)-2-oxoethyl]ureido}cinnamic-acid). Yield: 28.6%. Reaction SMILES: [C:1]([O:5][C:6]([CH:8]1[CH2:12][CH2:11][CH:10]([C:13]2[CH:18]=[CH:17][CH:16]=[CH:15][CH:14]=2)[N:9]1[C:19](=[O:38])[CH2:20][NH:21][C:22](=[O:37])[NH:23][C:24]1[CH:25]=[C:26]([CH:34]=[CH:35][CH:36]=1)/[CH:27]=[CH:28]/[C:29]([O:31]CC)=[O:30])=[O:7])([CH3:4])([CH3:3])[CH3:2].[OH-].[K+]>CO.O>[C:1]([O:5][C:6]([CH:8]1[CH2:12][CH2:11][CH:10]([C:13]2[CH:18]=[CH:17][CH:16]=[CH:15][CH:14]=2)[N:9]1[C:19](=[O:38])[CH2:20][NH:21][C:22](=[O:37])[NH:23][C:24]1[CH:25]=[C:26]([CH:34]=[CH:35][CH:36]=1)/[CH:27]=[CH:28]/[C:29]([OH:31])=[O:30])=[O:7])([CH3:4])([CH3:2])[CH3:3] |f:1.2|. Procedure: By proceeding in a fashion similar to that described in Example 9, but starting from 3.7 g of ethyl (E)-3-{3-[2-((2RS,5SR)-2-tert-butoxycarbonyl-5-phenyl-1-pyrrolidinyl)-2-oxoethyl]ureido}cinnamate in solution in 60 cm3 of methanol and 0.4 g of potassium hydroxide dissolved in 20 cm3 of water and after treatment, 1 g of (E)-3-{3-[2-((2RS,5SR)-2-tert-butoxycarbonyl-5-phenyl-1-pyrrolidinyl)-2-oxoethyl]ureido}cinnamic-acid is obtained [proton NMR (250 MHz, DMSO D6, δ in ppm, J in Hz), 2 rotamers at...